Dataset: the Open Reaction Database (ORD), a public repository of structured organic reaction records. Task: describe an organic reaction: reactants, conditions, products, and yield The reactants are O=C([O-])[O-], CN(C)C=O, ClCc1csc(-c2ccccc2)n1, Cl, [K+], [K+], O, COC(=O)CC1COc2cc(O)ccc21. Yields the product COC(=O)CC1COc2cc(OCc3csc(-c4ccccc4)n3)ccc21. Reaction SMILES: [C:29](=[O:30])([O-:31])[O-:32].[CH3:36][N:37]([CH3:38])[CH:39]=[O:40].[Cl:16][CH2:17][c:18]1[n:19][c:20](-[c:23]2[cH:24][cH:25][cH:26][cH:27][cH:28]2)[s:21][cH:22]1.[ClH:35].[K+:33].[K+:34].[OH2:41].[OH:1][c:2]1[cH:3][c:4]2[c:5]([cH:14][cH:15]1)[CH:6]([CH2:9][C:10](=[O:11])[O:12][CH3:13])[CH2:7][O:8]2>>[O:1]([c:2]1[cH:3][c:4]2[c:5]([cH:14][cH:15]1)[CH:6]([CH2:9][C:10](=[O:11])[O:12][CH3:13])[CH2:7][O:8]2)[CH2:17][c:18]1[n:19][c:20](-[c:23]2[cH:24][cH:25][cH:26][cH:27][cH:28]2)[s:21][cH:22]1. Reactants: II (iodine), S(=O)(=O)([O-])S(=O)[O-].[Na+].[Na+] (sodium metabisulfite), CC(CC=O)(C)C (3,3-dimethylbutanal), O1[C@H](CCC1)CN ((R)-(tetrahydrofuran-2-yl)methanamine), [S-]C#N.[K+] (potassium thiocyanate). Run in ClCCl (dichloromethane), C(C)(=O)OCC (ethyl acetate), C(C)#N (acetonitrile). Conditions: time 24 hour. Yields the product I.C(C)(C)(C)C1=CN(C(S1)=N)C[C@@H]1OCCC1 (5-tert-butyl-3-[(2R)-tetrahydrofuran-2-ylmethyl]-1,3-thiazol-2(3H)-imine hydroiodide). The yield is 49.9%. Reaction SMILES: [CH3:1][C:2]([CH3:7])([CH3:6])[CH2:3][CH:4]=O.[O:8]1[CH2:12][CH2:11][CH2:10][C@@H:9]1[CH2:13][NH2:14].[S-:15][C:16]#[N:17].[K+].[I:19]I.S(S([O-])=O)([O-])(=O)=O.[Na+].[Na+]>C(#N)C.C(OCC)(=O)C.ClCCl>[IH:19].[C:2]([C:3]1[S:15][C:16](=[NH:17])[N:14]([CH2:13][C@H:9]2[CH2:10][CH2:11][CH2:12][O:8]2)[CH:4]=1)([CH3:7])([CH3:6])[CH3:1] |f:2.3,5.6.7,11.12|. Procedure details: To a solution of 3,3-dimethylbutanal (9.90 g, 99 mmol) in acetonitrile (60 mL) were added molecular sieves (8 g) and (R)-(tetrahydrofuran-2-yl)methanamine (10 g, 99 mmol). The reaction mixture was stirred at room temperature for 24 hr and then filtered. To the filtrate was added potassium thiocyanate (12.78 g, 131 mmol). The temperature was adjusted to 50° C. and the mixture was stirred until the solids were dissolved. Then, iodine (25.09 g, 99 mmol) was added to the mixture and stirred at 50° C... The solvent is O (water). Procedure details: 7.96 g of the crude product of 6-fluoroisatin were added to 55 mL of water followed by the addition of 16.2 g (6 equivalents) of KOH while cooling with ice and stirring for 30 minutes. 9.9 g (1.5 equivalents) of bromoacetophenone were dropped into the resultant suspension while holding the internal temperature of the reaction mixture at 20° C. to 25° C. followed by additionally stirring overnight at room temperature. After neutralizing with concentrated hydrochloric acid, the precipitated crysta... As a reaction SMILES: [F:1][C:2]1[CH:10]=[C:9]2[C:5]([C:6](=O)[C:7](=O)[NH:8]2)=[CH:4][CH:3]=1.[OH-:13].[K+].Br[CH2:16][C:17](C1C=CC=CC=1)=O.Cl>O>[F:1][C:2]1[CH:10]=[C:9]2[C:5]([CH:16]=[C:17]([OH:13])[C:7]([CH3:6])=[N:8]2)=[CH:4][CH:3]=1 |f:1.2|. Run at time 30 minute. The product is FC1=CC=C2C=C(C(=NC2=C1)C)O (7-fluoro-3-hydroxy-2-methylquinoline). The reactants are crude product, FC1=CC=C2C(C(NC2=C1)=O)=O (6-fluoroisatin), BrCC(=O)C1=CC=CC=C1 (bromoacetophenone), resultant suspension, [OH-].[K+] (KOH), Cl (hydrochloric acid). Starting materials: BrC1=C(C(=CC(=C1)C)/C(/C1=CC=CC=C1)=N/C1=C(C=CC=C1C(C)C)C(C)C)O (2-Bromo-6-[(E)-[(2,6-diisopropylphenyl)imino](phenyl)methyl]-4-methylphenol), [Li]CCCC (nBuLi), O (water), BrC1=C(C=CC=C1)OC (2-bromoanisole). The reagents and catalysts are CC(C)([P](C(C)(C)C)([Pd][P](C(C)(C)C)(C(C)(C)C)C(C)(C)C)C(C)(C)C)C (Pd(PtBu3)2), [Cl-].[Cl-].[Zn+2] (ZnCl2). Run in C1CCOC1 (THF), hexanes, C1CCOC1 (THF). Conditions: temperature -100 celsius, time 1 hour. Yields the product C(C)(C)C1=C(C(=CC=C1)C(C)C)\N=C(\C1=C(C(=CC(=C1)C)C1=C(C=CC=C1)OC)O)/C1=CC=CC=C1 (3-[(E)-[(2,6-Diisopropylphenyl)imino](phenyl)methyl]-2′-methoxy-5-methylbiphenyl-2-ol). Isolated yield 23.0%. As a reaction SMILES: Br[C:2]1[CH:7]=[C:6]([CH3:8])[CH:5]=[C:4](/[C:9](=[N:16]/[C:17]2[C:22]([CH:23]([CH3:25])[CH3:24])=[CH:21][CH:20]=[CH:19][C:18]=2[CH:26]([CH3:28])[CH3:27])/[C:10]2[CH:15]=[CH:14][CH:13]=[CH:12][CH:11]=2)[C:3]=1[OH:29].[Li]CCCC.Br[C:36]1[CH:41]=[CH:40][CH:39]=[CH:38][C:37]=1[O:42][CH3:43].O>C1COCC1.[Cl-].[Cl-].[Zn+2].CC(C)([P](C(C)(C)C)([Pd][P](C(C)(C)C)(C(C)(C)C)C(C)(C)C)C(C)(C)C)C>[CH:23]([C:22]1[CH:21]=[CH:20][CH:19]=[C:18]([CH:26]([CH3:27])[CH3:28])[C:17]=1/[N:16]=[C:9](\[C:10]1[CH:15]=[CH:14][CH:13]=[CH:12][CH:11]=1)/[C:4]1[CH:5]=[C:6]([CH3:8])[CH:7]=[C:2]([C:36]2[CH:41]=[CH:40][CH:39]=[CH:38][C:37]=2[O:42][CH3:43])[C:3]=1[OH:29])([CH3:24])[CH3:25] |f:5.6.7,^1:55,61|. Procedure details: To a solution of 2.25 g (5.0 mmol) of 34 in 20 mL of THF, 4.0 mL (10.0 mmol) of 2.5 M nBuLi in hexanes was added at −80° C. This mixture was stirred for 1 hr, then cooled to −100° C. and 10.8 mL (10.8 mmol) of 1.0 M ZnCl2 in THF was added. The resulting mixture was slowly warmed to ambient temperature, stirred for 30 min, and then 2.82 g (15.0 mmol) of 2-bromoanisole and 0.14 g (0.25 mmol) of Pd(PtBu3)2 was added. This mixture was refluxed for 8 hr, then 5 mL of water was added. The resulting mi... Reactants: CC(C)c1cc(C#N)cc2nc(-c3ccc(C(=O)NCC4CCN(C(=O)OCc5ccc([N+](=O)[O-])cc5)CC4)cc3)oc12, OCc1cc(C(F)(F)F)cc(C(F)(F)F)c1, [H-], [Na+], C1CCOC1. Yields the product CC(C)c1cc(C#N)cc2nc(-c3ccc(C(=O)NCC4CCN(C(=O)OCc5cc(C(F)(F)F)cc(C(F)(F)F)c5)CC4)cc3)oc12. As a reaction SMILES: [C:19](#[N:20])[c:21]1[cH:22][c:23]([CH:59]([CH3:60])[CH3:61])[c:24]2[c:25]([n:26][c:27](-[c:29]3[cH:30][cH:31][c:32]([C:33](=[O:34])[NH:35][CH2:36][CH:37]4[CH2:38][CH2:39][N:40]([C:43](=[O:44])[O:45][CH2:46][c:47]5[cH:48][cH:49][c:50]([N+:51]([O-:52])=[O:53])[cH:54][cH:55]5)[CH2:41][CH2:42]4)[cH:56][cH:57]3)[o:28]2)[cH:58]1.[F:1][C:2]([c:3]1[cH:4][c:5]([CH2:13][OH:14])[cH:6][c:7]([C:9]([F:10])([F:11])[F:12])[cH:8]1)([F:15])[F:16].[H-:17].[Na+:18].[O:62]1[CH2:63][CH2:64][CH2:65][CH2:66]1>>[F:1][C:2]([c:3]1[cH:4][c:5]([CH2:13][O:14][C:43]([N:40]2[CH2:39][CH2:38][CH:37]([CH2:36][NH:35][C:33]([c:32]3[cH:31][cH:30][c:29](-[c:27]4[n:26][c:25]5[c:24]([c:23]([CH:59]([CH3:60])[CH3:61])[cH:22][c:21]([C:19]#[N:20])[cH:58]5)[o:28]4)[cH:57][cH:56]3)=[O:34])[CH2:42][CH2:41]2)=[O:44])[cH:6][c:7]([C:9]([F:10])([F:11])[F:12])[cH:8]1)([F:15])[F:16]. Reactants: FC(C(=O)NC=1N=C2N(C=C(C=C2)C(C2=CC=CC=C2)=O)C1C1=CC=C(C=C1)OC(F)(F)F)(F)F (2-trifluoroacetamido-3-(4-trifluoromethoxyphenyl)-6-benzoyl-imidazo[1,2-a]pyridine). Solvent: CC(OCC)=O (EA). The product is NC=1N=C2N(C=C(C=C2)C(C2=CC=CC=C2)=O)C1C1=CC=C(C=C1)OC(F)(F)F (2-Amino-3-(4-trifluoromethoxyphenyl)-6-benzoyl-imidazo[1,2-a]pyridine). Reaction SMILES: FC(F)(F)C([NH:5][C:6]1[N:7]=[C:8]2[CH:13]=[CH:12][C:11]([C:14](=[O:21])[C:15]3[CH:20]=[CH:19][CH:18]=[CH:17][CH:16]=3)=[CH:10][N:9]2[C:22]=1[C:23]1[CH:28]=[CH:27][C:26]([O:29][C:30]([F:33])([F:32])[F:31])=[CH:25][CH:24]=1)=O>CC(=O)OCC>[NH2:5][C:6]1[N:7]=[C:8]2[CH:13]=[CH:12][C:11]([C:14](=[O:21])[C:15]3[CH:20]=[CH:19][CH:18]=[CH:17][CH:16]=3)=[CH:10][N:9]2[C:22]=1[C:23]1[CH:28]=[CH:27][C:26]([O:29][C:30]([F:33])([F:31])[F:32])=[CH:25][CH:24]=1. Procedure details: The 2-trifluoroacetamido-3-(4-trifluoromethoxyphenyl)-6-benzoyl-imidazo[1,2-a]pyridine (10.6 g, 21.5 mmol) was converted to product in a manner substantially analogous to Example 67 to yield 8.24 g. (96.7%). EA, MS(FD). Reactants: O=C([O-])[O-], CCB(CC)CC, CN(C)C=O, Clc1ccc(CNC2CCN(c3ccc(I)cn3)C2)c(Cl)c1, Cl, Cl, [K+], [K+], O, c1ccc(P(c2ccccc2)(c2ccccc2)[Pd](P(c2ccccc2)(c2ccccc2)c2ccccc2)(P(c2ccccc2)(c2ccccc2)c2ccccc2)P(c2ccccc2)(c2ccccc2)c2ccccc2)cc1. The product is CCc1ccc(N2CCC(NCc3ccc(Cl)cc3Cl)C2)nc1. RXN SMILES: [C:32](=[O:33])([O-:34])[O-:35].[CH2:25]([CH3:26])[B:27]([CH2:28][CH3:29])[CH2:30][CH3:31].[CH3:38][N:39]([CH3:40])[CH:41]=[O:42].[Cl:3][c:4]1[c:5]([CH2:6][NH:7][CH:8]2[CH2:9][N:10]([c:13]3[n:14][cH:15][c:16]([I:19])[cH:17][cH:18]3)[CH2:11][CH2:12]2)[cH:20][cH:21][c:22]([Cl:24])[cH:23]1.[ClH:1].[ClH:2].[K+:36].[K+:37].[OH2:43].[cH:44]1[cH:45][cH:46][c:47]([P:48]([Pd:49]([P:50]([c:51]2[cH:52][cH:53][cH:54][cH:55][cH:56]2)([c:57]2[cH:58][cH:59][cH:60][cH:61][cH:62]2)[c:63]2[cH:64][cH:65][cH:66][cH:67][cH:68]2)([P:69]([c:70]2[cH:71][cH:72][cH:73][cH:74][cH:75]2)([c:76]2[cH:77][cH:78][cH:79][cH:80][cH:81]2)[c:82]2[cH:83][cH:84][cH:85][cH:86][cH:87]2)[P:88]([c:89]2[cH:90][cH:91][cH:92][cH:93][cH:94]2)([c:95]2[cH:96][cH:97][cH:98][cH:99][cH:100]2)[c:101]2[cH:102][cH:103][cH:104][cH:105][cH:106]2)([c:107]2[cH:108][cH:109][cH:110][cH:111][cH:112]2)[c:113]2[cH:114][cH:115][cH:116][cH:117][cH:118]2)[cH:119][cH:120]1>>[Cl:3][c:4]1[c:5]([CH2:6][NH:7][CH:8]2[CH2:9][N:10]([c:13]3[n:14][cH:15][c:16]([CH2:25][CH3:26])[cH:17][cH:18]3)[CH2:11][CH2:12]2)[cH:20][cH:21][c:22]([Cl:24])[cH:23]1. Reactants: O (water), [N+](=O)([O-])C=1C=C2C=CNC2=CC1 (5-nitroindole), Cl.ClC1=CC=NC=C1 (4-chloropyridine hydrochloride), CC(C)([O-])C.[K+] (potassium tert-butoxide). The solvent is CN(C)C=O (DMF). Reaction conditions: temperature 100 celsius. Product: N1=CC=C(C=C1)N1C=CC2=CC(=CC=C12)N (1-(4-pyridinyl)-1H-indol-5-amine). Yield: 58.6%. RXN SMILES: [N+:1]([C:4]1[CH:5]=[C:6]2[C:10](=[CH:11][CH:12]=1)[NH:9][CH:8]=[CH:7]2)([O-])=O.Cl.Cl[C:15]1[CH:20]=[CH:19][N:18]=[CH:17][CH:16]=1.CC(C)([O-])C.[K+].O>CN(C=O)C>[N:18]1[CH:19]=[CH:20][C:15]([N:9]2[C:10]3[C:6](=[CH:5][C:4]([NH2:1])=[CH:12][CH:11]=3)[CH:7]=[CH:8]2)=[CH:16][CH:17]=1 |f:1.2,3.4|. Procedure: To a solution of 5-nitroindole (7.0 g, 43.2 mmol) and 4-chloropyridine hydrochloride (7.8 g, 51.8 mmol) in DMF (43 mL) was added potassium tert-butoxide (12.1 g, 108.0 mmol), portionwise. The reaction was heated at 100° C. for 48 h. The mixture was allowed to cool to room temperature and poured into water (400 mL). The resulting solid was removed by filtration and dried under vacuum. Desired compound (6.04 g, 25.3 mmol; 58% yield); 1H NMR (DMSO-d6) δ 8.76 (dd, J=1.7, 4.5, 2H), 8.68 (d, J=2.2, 1H... Starting materials: C(C1=CC=C(C(=O)O)C=C1)(=O)O (terephthalic acid), C=O (paraformaldehyde). Product: C(=O)(O)C=1C=C2COC(=O)C2=CC1 (5-carboxyphthalide). RXN SMILES: [C:1]([OH:12])(=[O:11])[C:2]1[CH:10]=[CH:9][C:5]([C:6]([OH:8])=[O:7])=[CH:4][CH:3]=1.[CH2:13]=O>>[C:6]([C:5]1[CH:9]=[C:10]2[C:2](=[CH:3][CH:4]=1)[C:1](=[O:12])[O:11][CH2:13]2)([OH:8])=[O:7]. Procedure: In the method of the invention, the terephthalic acid is condensed with paraformaldehyde liberating water, which reacts with the SO3. When the reaction is complete, 5-carboxyphthalide may be isolated as follows. The reaction mixture is hydrolysed with water. The condensed product, 5-carboxyphthalide inclusive possible diphthalide impurities may then be filtered off, and the 5-carboxyphthalide may be dissolved in aqueous medium by adjusting pH to about 6.7 to 7.3, leaving possible diphthalide imp...